Dataset: the Open Reaction Database (ORD), a public repository of structured organic reaction records. Task: describe an organic reaction: reactants, conditions, products, and yield Starting materials: C[Si](C)(C)[N-][Si](C)(C)C.[K+] (potassium bis(trimethylsilyl) amide), solution, C(C)OC(=O)C1=C(C(CCC1)Br)O (3-Bromo-2-hydroxy-cyclohex-1-enecarboxylic acid ethyl ester), C(C)(=O)O (Acetic acid), C(C1=CC=CC=C1)OCCNC1=C(C=CC(=C1)OC)Cl ((2-Benzyloxy-ethyl)-(2-chloro-5-methoxyphenyl) amine). The solvent is C1(=CC=CC=C1)C (toluene), C1CCOC1 (THF), C1CCOC1 (THF). The product is C(C)OC(=O)C1=C(C(CCC1)N(C1=C(C=CC(=C1)OC)Cl)CCOCC1=CC=CC=C1)O (3[(2-Benzyloxy-ethyl)-(2-chloro-5-methoxy-phenyl)-amino]-2-hydroxy-cyclohex-1-ene carboxylic acid ethyl ester). The yield is 104.9%. As a reaction SMILES: [CH2:1]([O:8][CH2:9][CH2:10][NH:11][C:12]1[CH:17]=[C:16]([O:18][CH3:19])[CH:15]=[CH:14][C:13]=1[Cl:20])[C:2]1[CH:7]=[CH:6][CH:5]=[CH:4][CH:3]=1.C[Si]([N-][Si](C)(C)C)(C)C.[K+].[CH2:31]([O:33][C:34]([C:36]1[CH2:41][CH2:40][CH2:39][CH:38](Br)[C:37]=1[OH:43])=[O:35])[CH3:32].C(O)(=O)C>C1COCC1.C1(C)C=CC=CC=1>[CH2:31]([O:33][C:34]([C:36]1[CH2:41][CH2:40][CH2:39][CH:38]([N:11]([CH2:10][CH2:9][O:8][CH2:1][C:2]2[CH:3]=[CH:4][CH:5]=[CH:6][CH:7]=2)[C:12]2[CH:17]=[C:16]([O:18][CH3:19])[CH:15]=[CH:14][C:13]=2[Cl:20])[C:37]=1[OH:43])=[O:35])[CH3:32] |f:1.2|. Reported procedure: (2-Benzyloxy-ethyl)-(2-chloro-5-methoxyphenyl) amine (3) (10.0 g, 34.2 mmol) was stirred in dry THF (100 mL) at −40° C. under nitrogen and potassium bis(trimethylsilyl) amide (143.0 mL of a 0.5 M solution in toluene, 72.0 mmol) was added over 30 min. 3-bromo-2-hydroxycyclohex-1-enecarboxylic acid ethyl ester (4) (8.5 g, 34.2 mmol) in dry THF (10 mL) was then added and allowed to warm to RT over a period of 1.5 h. Acetic acid (10.0 g, 166 mmol, 10.0 mL) was added and concentrated in vacuo to remo... Reactants: CC(C)(C#C)N1S(CCC1)(=O)=O (2-(2-methylbut-3-yn-2-yl)isothiazolidine-1,1-dioxide), CO (methanol). The reagents and catalysts are [Hg]=O (mercury(II) oxide). The solvent is S(O)(O)(=O)=O (sulfuric acid). Reaction conditions: temperature 90 celsius. The product is O=S1(N(CCC1)C(C(C)=O)(C)C)=O (3-(1,1-Dioxidoisothiazolidin-2-yl)-3-methylbutan-2-one). The yield is 43.0%. Reaction SMILES: [CH3:1][C:2]([N:6]1[CH2:10][CH2:9][CH2:8][S:7]1(=[O:12])=[O:11])([C:4]#[CH:5])[CH3:3].C[OH:14]>S(=O)(=O)(O)O.[Hg]=O>[O:11]=[S:7]1(=[O:12])[CH2:8][CH2:9][CH2:10][N:6]1[C:2]([CH3:1])([CH3:3])[C:4](=[O:14])[CH3:5]. Procedure: A mixture of 2-(2-methylbut-3-yn-2-yl)isothiazolidine-1,1-dioxide (3.500 g, 18.7 mmol) and mercury(II) oxide (0.810 g, 3.7 mmol) in methanol (100 mL) and 2 N aqueous sulfuric acid (50 mL) was heated at 90° C. for 3 hrs. The reaction mixture was filtered through Celite and the filtrate concentrated in vacuo. The residue was treated with water and extracted with ethyl acetate. The organic layer was washed with saturated aqueous sodium chloride, dried (anhydrous sodium sulfate, filtered, and concen...